describe an organic reaction: reactants, conditions, products, and yield From a dataset of the Open Reaction Database (ORD), a public repository of structured organic reaction records. Starting materials: C=CC(=O)N1CCC[C@H](C1)N2C=3C(C(=N2)C=4C=CC(=CC4)OC=5C=CC=CC5)=C(N=CN3)N (ibrutinib), C(C)(=O)OCOC(=O)ON1C(CCC1=O)=O ((2,5-dioxopyrrolidin-1-yl)oxycarbonyloxymethyl acetate), C(=O)(O)[O-].[Na+] (NaHCO3), O (water). Run in C(C)#N (acetonitrile). Conditions: temperature 20 celsius, time 8 hour. The product is C(C)(=O)OCOC(NC1=C2C(=NC=N1)N(N=C2C2=CC=C(C=C2)OC2=CC=CC=C2)[C@H]2CN(CCC2)C(C=C)=O)=O ([3-(4-Phenoxyphenyl)-1-[(3R)-1-prop-2-enoyl-3-piperidyl]pyrazolo[3,4-d]pyrimidin-4-yl]carbamoyloxymethyl acetate). As a reaction SMILES: [CH2:1]=[CH:2][C:3]([N:5]1[CH2:10][C@H:9]([N:11]2[N:15]=[C:14]([C:16]3[CH:17]=[CH:18][C:19]([O:22][C:23]4[CH:24]=[CH:25][CH:26]=[CH:27][CH:28]=4)=[CH:20][CH:21]=3)[C:13]3=[C:29]([NH2:33])[N:30]=[CH:31][N:32]=[C:12]23)[CH2:8][CH2:7][CH2:6]1)=[O:4].[C:34]([O:37][CH2:38][O:39][C:40](ON1C(=O)CCC1=O)=[O:41])(=[O:36])[CH3:35].C([O-])(O)=O.[Na+].O>C(#N)C>[C:34]([O:37][CH2:38][O:39][C:40](=[O:41])[NH:33][C:29]1[N:30]=[CH:31][N:32]=[C:12]2[N:11]([C@@H:9]3[CH2:8][CH2:7][CH2:6][N:5]([C:3](=[O:4])[CH:2]=[CH2:1])[CH2:10]3)[N:15]=[C:14]([C:16]3[CH:17]=[CH:18][C:19]([O:22][C:23]4[CH:28]=[CH:27][CH:26]=[CH:25][CH:24]=4)=[CH:20][CH:21]=3)[C:13]=12)(=[O:36])[CH3:35] |f:2.3|. Procedure: A mixture of ibrutinib (15 mg, 1.0 eq), (2,5-dioxopyrrolidin-1-yl)oxycarbonyloxymethyl acetate (1.5 eq), and NaHCO3 (3.0 eq) in 1:1 water and acetonitrile (0.5 mL) was stirred at 20° C. overnight. The reaction was then purified by reverse-phase (C-18) liquid chromatography using water and acetonitrile as eluents to yield compound (1). MS (ESI): m/z 557.2 (M+H)+. The reactants are OC1C=CC(N1)=O (1,5-dihydro-5-hydroxy-2H-pyrrol-2-one), C(C1=CC=CC=C1)O (benzyl alcohol). Run at temperature 60 celsius. Yields the product C(C1=CC=CC=C1)OC1C=CC(N1)=O (1,5-dihydro-5-benzyloxy-2H-pyrrol-2-one). RXN SMILES: [OH:1][CH:2]1[NH:6][C:5](=[O:7])[CH:4]=[CH:3]1.[CH2:8](O)[C:9]1[CH:14]=[CH:13][CH:12]=[CH:11][CH:10]=1>>[CH2:8]([O:1][CH:2]1[NH:6][C:5](=[O:7])[CH:4]=[CH:3]1)[C:9]1[CH:14]=[CH:13][CH:12]=[CH:11][CH:10]=1. Procedure details: A mixture of 8 g of 1,5-dihydro-5-hydroxy-2H-pyrrol-2-one in 130 cm3 of benzyl alcohol and 4 g of Amberlite IR 120 H is heated for 3 hours at 60° C. The benzyl alcohol is distilled off at 65° C. under 0.3 mbar. then is drawn off under azeotropic form first with water and then with benzene. 13.6 g of the expected product is obtained, which is unstable on distilling.